This data is from the Open Reaction Database (ORD), a public repository of structured organic reaction records. The task is: describe an organic reaction: reactants, conditions, products, and yield Reactants: product, FC1=C(C=C(C=C1)C=1N=C2SC=CN2C1)OC (6-(4-fluoro-3-methoxyphenyl)-imidazo[2,1-b]thiazole), C(C)(=O)OC(C)=O (acetic anhydride), S(O)(O)(=O)=O (sulfuric acid), S(O)(O)(=O)=O (sulfuric acid), ice. Run in O (water). Run at temperature 140 celsius, time 1 hour. Product: FC1=C(C=C(C=C1)C=1N=C2SC=CN2C1C(C)=O)OC (1-[6-(4-fluoro-3-methoxyphenyl)imidazo[2,1-b][1,3]thiazol-5-yl]ethanone). Isolated yield 96.0%. RXN SMILES: [F:1][C:2]1[CH:7]=[CH:6][C:5]([C:8]2[N:9]=[C:10]3[N:14]([CH:15]=2)[CH:13]=[CH:12][S:11]3)=[CH:4][C:3]=1[O:16][CH3:17].[C:18](OC(=O)C)(=[O:20])[CH3:19].S(=O)(=O)(O)O>O>[F:1][C:2]1[CH:7]=[CH:6][C:5]([C:8]2[N:9]=[C:10]3[N:14]([C:15]=2[C:18](=[O:20])[CH3:19])[CH:13]=[CH:12][S:11]3)=[CH:4][C:3]=1[O:16][CH3:17]. Procedure details: To a mixture of 6-(4-fluoro-3-methoxyphenyl)-imidazo[2,1-b]thiazole (1.0 g, 4.03 mmol) and acetic anhydride (25 ml), heated to 140° C., was added 43 μl of concentrated sulfuric acid. The reaction mixture was heated at 140° C. for 1 hour. The reaction was monitored by HPLC. After one hour, only 10% product was observed. Another 43 μl of concentrated sulfuric acid was added and the mixture was kept at 140° C. for 4 hours. The reaction mixture was then poured onto 50 ml of ice, and diluted with 50 ...